Dataset: the Open Reaction Database (ORD), a public repository of structured organic reaction records. Task: describe an organic reaction: reactants, conditions, products, and yield The reactants are C1=C(C=CC2=CC=CC=C12)OC1=CC=C(N)C=C1 (4-(2-naphthyloxy)aniline), C(=O)(Cl)Cl (phosgene). Run in C1(=CC=CC=C1)C (toluene), C1(=CC=CC=C1)C (toluene). Yields the product C1=C(C=CC2=CC=CC=C12)OC1=CC=C(C=C1)N=C=O (4-(2-naphthyloxy)phenyl isocyanate). Yield: 92.3%. RXN SMILES: [CH:1]1[C:10]2[C:5](=[CH:6][CH:7]=[CH:8][CH:9]=2)[CH:4]=[CH:3][C:2]=1[O:11][C:12]1[CH:18]=[CH:17][C:15]([NH2:16])=[CH:14][CH:13]=1.[C:19](Cl)(Cl)=[O:20]>C1(C)C=CC=CC=1>[CH:1]1[C:10]2[C:5](=[CH:6][CH:7]=[CH:8][CH:9]=2)[CH:4]=[CH:3][C:2]=1[O:11][C:12]1[CH:18]=[CH:17][C:15]([N:16]=[C:19]=[O:20])=[CH:14][CH:13]=1. Procedure details: A solution of 4-(2-naphthyloxy)aniline (4 g) in toluene (100 ml) was dropwise added to a solution of phosgene (3.5 g) in toluene (50 ml), and the resulting mixture was refluxed for 1 hour. After removal of the solvent from the reaction mixture by distillation under reduced pressure, the residue was distilled in vacuo to give 4-(2-naphthyloxy)phenyl isocyanate (4.1 g) as a fraction boiling at 137° to 149° C./0.8 mmHg. M.P., 75°-77° C.